From a dataset of the Open Reaction Database (ORD), a public repository of structured organic reaction records. describe an organic reaction: reactants, conditions, products, and yield Reactants: CC(C)(C)OC(=O)Nc1cccc(Nc2ncnc(N(Cc3ccccc3)Cc3ccccc3)c2[N+](=O)[O-])c1, C1CCOC1, CO, [Cl-], [NH4+], O. Product: CC(C)(C)OC(=O)Nc1cccc(Nc2ncnc(N(Cc3ccccc3)Cc3ccccc3)c2N)c1. As a reaction SMILES: [CH2:1]([c:2]1[cH:3][cH:4][cH:5][cH:6][cH:7]1)[N:8]([c:9]1[c:10]([N+:30]([O-:31])=[O:32])[c:11]([NH:15][c:16]2[cH:17][c:18]([NH:22][C:23]([O:24][C:25]([CH3:26])([CH3:27])[CH3:28])=[O:29])[cH:19][cH:20][cH:21]2)[n:12][cH:13][n:14]1)[CH2:33][c:34]1[cH:35][cH:36][cH:37][cH:38][cH:39]1.[CH2:45]1[O:46][CH2:47][CH2:48][CH2:49]1.[CH3:42][OH:43].[Cl-:40].[NH4+:41].[OH2:44]>>[CH2:1]([c:2]1[cH:3][cH:4][cH:5][cH:6][cH:7]1)[N:8]([c:9]1[c:10]([NH2:30])[c:11]([NH:15][c:16]2[cH:17][c:18]([NH:22][C:23]([O:24][C:25]([CH3:26])([CH3:27])[CH3:28])=[O:29])[cH:19][cH:20][cH:21]2)[n:12][cH:13][n:14]1)[CH2:33][c:34]1[cH:35][cH:36][cH:37][cH:38][cH:39]1. Starting materials: CCS(=O)(=O)c1cc(Br)c(C)c(N2CCN(C(=O)OC(C)(C)C)CC2)c1, CC(C)(C)[O-], Cc1ccccc1, NCCN1CCCC1, [Na+], O=C(C=Cc1ccccc1)C=Cc1ccccc1, O=C(C=Cc1ccccc1)C=Cc1ccccc1, O=C(C=Cc1ccccc1)C=Cc1ccccc1, [Pd], [Pd], c1ccc(P(c2ccccc2)c2ccc3ccccc3c2-c2c(P(c3ccccc3)c3ccccc3)ccc3ccccc23)cc1. Product: CCS(=O)(=O)c1cc(NCCN2CCCC2)c(C)c(N2CCN(C(=O)OC(C)(C)C)CC2)c1. RXN SMILES: [Br:1][c:2]1[c:3]([CH3:26])[c:4]([N:13]2[CH2:14][CH2:15][N:16]([C:19](=[O:20])[O:21][C:22]([CH3:23])([CH3:24])[CH3:25])[CH2:17][CH2:18]2)[cH:5][c:6]([S:8](=[O:9])(=[O:10])[CH2:11][CH3:12])[cH:7]1.[CH3:35][C:36]([CH3:37])([O-:38])[CH3:39].[CH3:87][c:88]1[cH:89][cH:90][cH:91][cH:92][cH:93]1.[NH2:27][CH2:28][CH2:29][N:30]1[CH2:31][CH2:32][CH2:33][CH2:34]1.[Na+:40].[O:114]=[C:115]([CH:116]=[CH:117][c:118]1[cH:119][cH:120][cH:121][cH:122][cH:123]1)[CH:124]=[CH:125][c:126]1[cH:127][cH:128][cH:129][cH:130][cH:131]1.[O:132]=[C:133]([CH:134]=[CH:135][c:136]1[cH:137][cH:138][cH:139][cH:140][cH:141]1)[CH:142]=[CH:143][c:144]1[cH:145][cH:146][cH:147][cH:148][cH:149]1.[O:96]=[C:97]([CH:98]=[CH:99][c:100]1[cH:101][cH:102][cH:103][cH:104][cH:105]1)[CH:106]=[CH:107][c:108]1[cH:109][cH:110][cH:111][cH:112][cH:113]1.[Pd:94].[Pd:95].[cH:41]1[cH:42][cH:43][c:44]([P:45]([c:46]2[cH:47][cH:48][c:49]3[c:50]([cH:51][cH:52][cH:53][cH:54]3)[c:55]2-[c:56]2[c:57]3[c:58]([cH:59][cH:60][cH:61][cH:62]3)[cH:63][cH:64][c:65]2[P:66]([c:67]2[cH:68][cH:69][cH:70][cH:71][cH:72]2)[c:73]2[cH:74][cH:75][cH:76][cH:77][cH:78]2)[c:79]2[cH:80][cH:81][cH:82][cH:83][cH:84]2)[cH:85][cH:86]1>>[c:2]1([NH:27][CH2:28][CH2:29][N:30]2[CH2:31][CH2:32][CH2:33][CH2:34]2)[c:3]([CH3:26])[c:4]([N:13]2[CH2:14][CH2:15][N:16]([C:19](=[O:20])[O:21][C:22]([CH3:23])([CH3:24])[CH3:25])[CH2:17][CH2:18]2)[cH:5][c:6]([S:8](=[O:9])(=[O:10])[CH2:11][CH3:12])[cH:7]1. The reactants are oil, [H-].[Na+] (sodium hydride), ClC1=CC=C(C=C1)SCCCCO (4-(p-chlorophenylthio)butanol), [H][H] (hydrogen), CI (methyl iodide). Solvent: C1(=CC=CC=C1)C (toluene), C1(=CC=CC=C1)C (toluene). Yields the product COCCCCSC1=CC=C(C=C1)Cl (4-(p-Chlorophenylthio)butyl methyl ether). The yield is 44.0%. Reaction SMILES: [H-].[Na+].[Cl:3][C:4]1[CH:9]=[CH:8][C:7]([S:10][CH2:11][CH2:12][CH2:13][CH2:14][OH:15])=[CH:6][CH:5]=1.[H][H].[CH3:18]I>C1(C)C=CC=CC=1>[CH3:18][O:15][CH2:14][CH2:13][CH2:12][CH2:11][S:10][C:7]1[CH:6]=[CH:5][C:4]([Cl:3])=[CH:9][CH:8]=1 |f:0.1|. Procedure details: To a mixture of 7.2 g of a 57% oil dispersion of sodium hydride and 125 ml of toluene was added a solution of 36.5 g of 4-(p-chlorophenylthio)butanol in 125 ml of toluene. The mixture was stirred and heated under reflux until the evolution of hydrogen ceased. It was then cooled and 25.6 g of methyl iodide was added with stirring. The resulting mixture was heated under reflux for 2 hours, cooled, washed with three portions of water saturated with sodium chloride, dried over anhydrous sodium sulfa... Reactants: C(C)N1C=C(C(C2=CC(=C(C=C12)N1CCNCC1)F)=O)C(=O)O (1-ethyl-6-fluoro-1,4-dihydro-7-(1-piperazinyl)-4-oxoquinoline-3-carboxylic acid). The solvent is [OH-].[Na+] (sodium hydroxide), C(C)(=O)O (acetic acid). Product: O.O.O.O.O.C(C)N1C=C(C(C2=CC(=C(C=C12)N1CCNCC1)F)=O)C(=O)O (1-ethyl-6-fluoro-1,4-dihydro-7-(1-piperazinyl)-4-oxoquinoline-3-carboxylic acid pentahydrate). Reaction SMILES: [CH2:1]([N:3]1[C:12]2[C:7](=[CH:8][C:9]([F:19])=[C:10]([N:13]3[CH2:18][CH2:17][NH:16][CH2:15][CH2:14]3)[CH:11]=2)[C:6](=[O:20])[C:5]([C:21]([OH:23])=[O:22])=[CH:4]1)[CH3:2]>[OH-].[Na+].C(O)(=O)C>[OH2:20].[OH2:20].[OH2:20].[OH2:20].[OH2:20].[CH2:1]([N:3]1[C:12]2[C:7](=[CH:8][C:9]([F:19])=[C:10]([N:13]3[CH2:18][CH2:17][NH:16][CH2:15][CH2:14]3)[CH:11]=2)[C:6](=[O:20])[C:5]([C:21]([OH:23])=[O:22])=[CH:4]1)[CH3:2] |f:1.2,4.5.6.7.8.9|. Procedure details: The compound (II) was dissolved in 10% sodium hydroxide and neutralized with acetic acid. The precipitate was washed with water and dried at room temperature to afford 1-ethyl-6-fluoro-1,4-dihydro-7-(1-piperazinyl)-4-oxoquinoline-3-carboxylic acid hydrate (I) as colorless powder, m.p.: 226°-227° C.